From a dataset of the Open Reaction Database (ORD), a public repository of structured organic reaction records. describe an organic reaction: reactants, conditions, products, and yield Starting materials: CC(=O)[O-], CC(=O)[O-], CCC(CC)(c1ccc(CCC2(O)CCCCC2)c(C)c1)c1ccc(B2OC(C)(C)C(C)(C)O2)c(C)c1, COC(=O)Cc1ccc(Cl)cc1F, Cc1ccccc1, COc1cccc(OC)c1-c1ccccc1P(C1CCCCC1)C1CCCCC1, [K+], [K+], [K+], O, O=P([O-])([O-])[O-], [Pd+2]. Product: CCC(CC)(c1ccc(CCC2(O)CCCCC2)c(C)c1)c1ccc(-c2ccc(CC(=O)OC)c(F)c2)c(C)c1. RXN SMILES: [C:101]([O-:102])(=[O:103])[CH3:104].[C:96]([O-:97])(=[O:98])[CH3:99].[CH2:51]([CH3:52])[C:53]([CH2:54][CH3:55])([c:56]1[cH:57][c:58]([CH3:71])[c:59]([B:62]2[O:63][C:64]([CH3:65])([CH3:66])[C:67]([CH3:68])([CH3:69])[O:70]2)[cH:60][cH:61]1)[c:72]1[cH:73][c:74]([CH3:87])[c:75]([CH2:78][CH2:79][C:80]2([OH:86])[CH2:81][CH2:82][CH2:83][CH2:84][CH2:85]2)[cH:76][cH:77]1.[CH3:38][O:39][C:40]([CH2:41][c:42]1[c:43]([F:49])[cH:44][c:45]([Cl:48])[cH:46][cH:47]1)=[O:50].[CH3:89][c:90]1[cH:91][cH:92][cH:93][cH:94][cH:95]1.[CH:1]1([P:2]([CH:3]2[CH2:4][CH2:5][CH2:6][CH2:7][CH2:8]2)[c:9]2[cH:10][cH:11][cH:12][cH:13][c:14]2-[c:15]2[c:16]([O:17][CH3:18])[cH:19][cH:20][cH:21][c:22]2[O:23][CH3:24])[CH2:25][CH2:26][CH2:27][CH2:28][CH2:29]1.[K+:35].[K+:36].[K+:37].[OH2:88].[P:30]([O-:31])([O-:32])([O-:33])=[O:34].[Pd+2:100]>>[CH3:38][O:39][C:40]([CH2:41][c:42]1[c:43]([F:49])[cH:44][c:45](-[c:59]2[c:58]([CH3:71])[cH:57][c:56]([C:53]([CH2:51][CH3:52])([CH2:54][CH3:55])[c:72]3[cH:73][c:74]([CH3:87])[c:75]([CH2:78][CH2:79][C:80]4([OH:86])[CH2:81][CH2:82][CH2:83][CH2:84][CH2:85]4)[cH:76][cH:77]3)[cH:61][cH:60]2)[cH:46][cH:47]1)=[O:50]. Reactants: FC=1C=C(C=C2CCCN(C12)CCN(C(OC1=CC=CC=C1)=O)C)NC(=N)C=1SC=CC1 (phenyl 2-(8-fluoro-6-(thiophene-2-carboximidamido)-3,4-dihydroquinolin-1(2H)-yl)ethyl(methyl)carbamate), [OH-].[Na+] (sodium hydroxide). Run in C(C)O (Ethanol), O (Water), O (water). Conditions: time 3 hour. Product: FC=1C=C(C=C2CCCN(C12)CCNC)NC(=N)C=1SC=CC1 (N-(8-fluoro-1-(2-(methylamino)ethyl)-1,2,3,4-tetrahydroquinolin-6-yl)thiophene-2-carboximidamide). Isolated yield 22.9%. Reaction SMILES: [F:1][C:2]1[CH:3]=[C:4]([NH:25][C:26]([C:28]2[S:29][CH:30]=[CH:31][CH:32]=2)=[NH:27])[CH:5]=[C:6]2[C:11]=1[N:10]([CH2:12][CH2:13][N:14](C)[C:15](=O)OC1C=CC=CC=1)[CH2:9][CH2:8][CH2:7]2.[OH-].[Na+]>C(O)C.O>[F:1][C:2]1[CH:3]=[C:4]([NH:25][C:26]([C:28]2[S:29][CH:30]=[CH:31][CH:32]=2)=[NH:27])[CH:5]=[C:6]2[C:11]=1[N:10]([CH2:12][CH2:13][NH:14][CH3:15])[CH2:9][CH2:8][CH2:7]2 |f:1.2|. Procedure details: To a stirred solution of phenyl 2-(8-fluoro-6-(thiophene-2-carboximidamido)-3,4-dihydroquinolin-1(2H)-yl)ethyl(methyl)carbamate (400 mg, 0.884 mmol) in Ethanol (11 ml) was added sodium hydroxide (354 mg, 8.84 mmol) as a solution in Water (5.5 ml). The resulting mixture was stirred at reflux and monitored by TLC. After 3 h, the reaction mixture showed some formation of product, and some starting material. Due to the formation of some side product, the reaction was stopped, diluted with water and ... Reactants: C([O-])([O-])=O.[K+].[K+] (potassium carbonate), solid, C([O-])([O-])=O.[K+].[K+] (potassium carbonate), C([O-])(O)=O.[Na+] (sodium bicarbonate), S(=O)(Cl)Cl (Thionyl chloride), ClC1=C(C(=O)O)C=CC(=C1Cl)S(=O)(=O)C (2,3-dichloro-4-methylsulfonylbenzoic acid), C(C)N1N=CC=C1O (1-ethyl-5-hydroxypyrazole). The reagents and catalysts are CC(C#N)(O)C (acetone cyanohydrin). The solvent is O (water), O (water), [OH-].[Na+] (sodium hydroxide), C1(=CC=CC=C1)C (toluene). Reaction conditions: temperature 90 celsius, time 1 hour. The product is C(C)N1N=CC(=C1O)C(C1=C(C(=C(C=C1)S(=O)(=O)C)Cl)Cl)=O (1-Ethyl-4-(2,3-dichloro-4-methylsulfonylbenzoyl)-5-hydroxypyrazole). As a reaction SMILES: S(Cl)(Cl)=O.[Cl:5][C:6]1[C:14]([Cl:15])=[C:13]([S:16]([CH3:19])(=[O:18])=[O:17])[CH:12]=[CH:11][C:7]=1[C:8]([OH:10])=O.[CH2:20]([N:22]1[C:26]([OH:27])=[CH:25][CH:24]=[N:23]1)[CH3:21].C(=O)(O)[O-].[Na+].C(=O)([O-])[O-].[K+].[K+]>C1(C)C=CC=CC=1.[OH-].[Na+].O.CC(C)(O)C#N>[CH2:20]([N:22]1[C:26]([OH:27])=[C:25]([C:8](=[O:10])[C:7]2[CH:11]=[CH:12][C:13]([S:16]([CH3:19])(=[O:18])=[O:17])=[C:14]([Cl:15])[C:6]=2[Cl:5])[CH:24]=[N:23]1)[CH3:21] |f:3.4,5.6.7,9.10|. Procedure: Thionyl chloride (3.5 g, 6.7 mmol) was added to a slurry of 1.3 g (4.8 mmol) of 2,3-dichloro-4-methylsulfonylbenzoic acid in 10 mL of toluene with stirring and the mixture was heated at reflux until a homogeneous solution was obtained, which required about 45 min. The volatile components of the mixture were removed by evaporation under reduced pressure and the residual acid chloride was taken up in 10 mL of dichloromethane. This solution was combined with a solution of 5.4 g (4.8 mmol) of 1-ethy... Reactants: CCOC(=O)c1ccc(C#N)cc1, CCO, NN, O. Yields the product N#Cc1ccc(C(=O)NN)cc1. Reaction SMILES: [C:1](#[N:2])[c:3]1[cH:4][cH:5][c:6]([C:7](=[O:8])[O:9][CH2:10][CH3:11])[cH:12][cH:13]1.[CH3:17][CH2:18][OH:19].[NH2:15][NH2:16].[OH2:14]>>[C:1](#[N:2])[c:3]1[cH:4][cH:5][c:6]([C:7](=[O:8])[NH:15][NH2:16])[cH:12][cH:13]1.